Dataset: the Open Reaction Database (ORD), a public repository of structured organic reaction records. Task: describe an organic reaction: reactants, conditions, products, and yield Reactants: O=C([O-])O, CCOC(=O)Cl, [Na+], O=C(O)C1CCCN1C(=O)CCS. Yields the product CCOC(=O)SCCC(=O)N1CCCC1C(=O)O. Reaction SMILES: [C:20](=[O:21])([OH:22])[O-:23].[Cl:1][C:2](=[O:3])[O:4][CH2:5][CH3:6].[Na+:24].[SH:7][CH2:8][CH2:9][C:10](=[O:11])[N:12]1[CH:13]([C:14](=[O:15])[OH:16])[CH2:17][CH2:18][CH2:19]1>>[C:2](=[O:3])([O:4][CH2:5][CH3:6])[S:7][CH2:8][CH2:9][C:10](=[O:11])[N:12]1[CH:13]([C:14](=[O:15])[OH:16])[CH2:17][CH2:18][CH2:19]1. The reactants are N1=CN=CC(=C1)CO (pyrimidine-5-methanol), ClC1=C(C=CC=C1Cl)S(=O)(=O)NC1=NC=C(N=C1Cl)Cl (2,3-dichloro-N-(3,5-dichloro-2-pyrazinyl)benzenesulphonamide). The product is ClC=1N=C(C(=NC1)NS(=O)(=O)C1=C(C(=CC=C1)Cl)Cl)OCC=1C=NC=NC1 (N-[5-Chloro-3-(5-pyrimidinylmethoxy)-2-pyrazinyl]-2,3-dichlorobenzenesulphonamide). As a reaction SMILES: [N:1]1[CH:6]=[C:5]([CH2:7][OH:8])[CH:4]=[N:3][CH:2]=1.[Cl:9][C:10]1[C:15]([Cl:16])=[CH:14][CH:13]=[CH:12][C:11]=1[S:17]([NH:20][C:21]1[C:26](Cl)=[N:25][C:24]([Cl:28])=[CH:23][N:22]=1)(=[O:19])=[O:18]>>[Cl:28][C:24]1[N:25]=[C:26]([O:8][CH2:7][C:5]2[CH:6]=[N:1][CH:2]=[N:3][CH:4]=2)[C:21]([NH:20][S:17]([C:11]2[CH:12]=[CH:13][CH:14]=[C:15]([Cl:16])[C:10]=2[Cl:9])(=[O:19])=[O:18])=[N:22][CH:23]=1. Reported procedure: Prepared by the method of Example 31 using pyrimidine-5-methanol (0.035 g) and 2,3-dichloro-N-(3,5-dichloro-2-pyrazinyl)benzenesulphonamide (Example 74) (0.07 g). Yield 0.015 g. Starting materials: ClC=1C=CC(=C(CC2=C(C(=CC(=C2)F)C(C)C2=C(C(=CC(=C2)Cl)Cl)O)O)C1)O (2-(5-Chloro-2-hydroxybenzyl)-6-[1-(3,5-dichloro-2-hydroxyphenyl) ethyl]-4-fluorophenol), BrBr (bromine). Solvent: C(C)(=O)O (acetic acid). Product: BrC=1C(=C(CC2=C(C(=CC(=C2)F)C(C)C2=C(C(=CC(=C2)Cl)Cl)O)O)C=C(C1)Cl)O (2-(3-Bromo-5chloro-2-hydroxybenzyl)-6-[1-(3,5-dichloro-2-hydroxyphenyl)ethyl]-4-fluorophenol). As a reaction SMILES: [Cl:1][C:2]1[CH:3]=[CH:4][C:5]([OH:28])=[C:6]([CH:27]=1)[CH2:7][C:8]1[CH:13]=[C:12]([F:14])[CH:11]=[C:10]([CH:15]([C:17]2[CH:22]=[C:21]([Cl:23])[CH:20]=[C:19]([Cl:24])[C:18]=2[OH:25])[CH3:16])[C:9]=1[OH:26].[Br:29]Br>C(O)(=O)C>[Br:29][C:4]1[C:5]([OH:28])=[C:6]([CH:27]=[C:2]([Cl:1])[CH:3]=1)[CH2:7][C:8]1[CH:13]=[C:12]([F:14])[CH:11]=[C:10]([CH:15]([C:17]2[CH:22]=[C:21]([Cl:23])[CH:20]=[C:19]([Cl:24])[C:18]=2[OH:25])[CH3:16])[C:9]=1[OH:26]. Procedure: 2-(5-Chloro-2-hydroxybenzyl)-6-[1-(3,5-dichloro-2-hydroxyphenyl) ethyl]-4-fluorophenol was brominated using bromine in acetic acid at room temperature to give the title compound; m.p. 171°.